This data is from the Open Reaction Database (ORD), a public repository of structured organic reaction records. The task is: describe an organic reaction: reactants, conditions, products, and yield Starting materials: NC1CNCC1 (3-aminopyrrolidine), CS(=O)(=O)C1=CC=C(C=C1)F (4-fluorophenyl methyl sulfone), C([O-])([O-])=O.[K+].[K+] (potassium carbonate). Run in CN(C)C=O (DMF). Reaction conditions: temperature 70 celsius, time 48 hour. Yields the product CS(=O)(=O)C1=CC=C(C=C1)NC1CNCC1 (4-(pyrrolidin-3-ylamino)phenyl methyl sulfone). Isolated yield 102.6%. As a reaction SMILES: [CH3:1][S:2]([C:5]1[CH:10]=[CH:9][C:8](F)=[CH:7][CH:6]=1)(=[O:4])=[O:3].[NH2:12][CH:13]1[CH2:17][CH2:16][NH:15][CH2:14]1.C(=O)([O-])[O-].[K+].[K+]>CN(C=O)C>[CH3:1][S:2]([C:5]1[CH:10]=[CH:9][C:8]([NH:12][CH:13]2[CH2:17][CH2:16][NH:15][CH2:14]2)=[CH:7][CH:6]=1)(=[O:4])=[O:3] |f:2.3.4|. Procedure details: To 500 mg (2.87 mmol) 4-fluorophenyl methyl sulfone dissolved in 4 mL DMF was added 247 mg (2.87 mmol) 3-aminopyrrolidine followed by 793 mg (5.74 mmol) potassium carbonate. The mixture was heated to 70° C. and stirred for 48 h. Upon cooling to room temperature, the mixture was partitioned between EtOAc and water, dried over MgSO4 and concentrated to provide 708 mg of 4-(pyrrolidin-3-ylamino)phenyl methyl sulfone, pure by 1H NMR. Reactants: Cl (HCl), CCOCC (ether), O[C@H](C(=O)N1CCN(CC1)C1=NC(=NC2=CC(=CC=C12)C)C1=C(C=CC=C1)O)CC(C)C ((S)-2-hydroxy-1-(4-(2-(2-hydroxyphenyl)-7-methylquinazolin-4-yl)piperazin-1-yl)-4-methylpentan-1-one). Solvent: C(Cl)Cl (CH2Cl2). The product is Cl.O[C@H](C(=O)N1CCN(CC1)C1=NC(=NC2=CC(=CC=C12)C)C1=C(C=CC=C1)O)CC(C)C ((S)-2-hydroxy-1-(4-(2-(2-hydroxyphenyl)-7-methylquinazolin-4-yl)piperazin-1-yl)-4-methylpentan-1-one hydrochloride). As a reaction SMILES: [OH:1][C@@H:2]([CH2:29][CH:30]([CH3:32])[CH3:31])[C:3]([N:5]1[CH2:10][CH2:9][N:8]([C:11]2[C:20]3[C:15](=[CH:16][C:17]([CH3:21])=[CH:18][CH:19]=3)[N:14]=[C:13]([C:22]3[CH:27]=[CH:26][CH:25]=[CH:24][C:23]=3[OH:28])[N:12]=2)[CH2:7][CH2:6]1)=[O:4].[ClH:33].CCOCC>C(Cl)Cl>[ClH:33].[OH:1][C@@H:2]([CH2:29][CH:30]([CH3:32])[CH3:31])[C:3]([N:5]1[CH2:10][CH2:9][N:8]([C:11]2[C:20]3[C:15](=[CH:16][C:17]([CH3:21])=[CH:18][CH:19]=3)[N:14]=[C:13]([C:22]3[CH:27]=[CH:26][CH:25]=[CH:24][C:23]=3[OH:28])[N:12]=2)[CH2:7][CH2:6]1)=[O:4] |f:4.5|. Procedure: (S)-2-hydroxy-1-(4-(2-(2-hydroxyphenyl)-7-methylquinazolin-4-yl)piperazin-1-yl)-4-methylpentan-1-one (90 mg, 0.20 mmol) was dissolved in 1 mL CH2Cl2 and treated with 1 equivalent of 2.0 M HCl in ether (100 μL, 0.20 mmol). The formed precipitate was filtered and vacuum dried to obtain (S)-2-hydroxy-1-(4-(2-(2-hydroxyphenyl)-7-methylquinazolin-4-yl)piperazin-1-yl)-4-methylpentan-1-one hydrochloride. LC/MS: m/z 435.5 (M+H)+ at 2.62 min (10%-99% CH3CN (0.035% TFA)/H2O (0.05% TFA)). 1H NMR (400 MHz, ... Reactants: [Na] (Sodium), C(C)O (ethanol), ClCC=1C=CC(=C(C1)C=1NC(C2=C(N1)C(=NN2C)CCC)=O)OCCC (5-(5-Chloromethyl-2-n-propoxyphenyl)-1-methyl-3-n-propyl-1,6-dihydro-7H-pyrazolo[4,3-d]pyrimidin-7-one). Yields the product C(C)OCC=1C=CC(=C(C1)C=1NC(C2=C(N1)C(=NN2C)CCC)=O)OCCC (5-(5-Ethoxymethyl-2-n-propoxyphenyl)-1-methyl-3-n-propyl-1,6-dihydro-7H-pyrazolo[4,3-d]pyrimidin-7-one). As a reaction SMILES: [Na].Cl[CH2:3][C:4]1[CH:5]=[CH:6][C:7]([O:24][CH2:25][CH2:26][CH3:27])=[C:8]([C:10]2[NH:11][C:12](=[O:23])[C:13]3[N:18]([CH3:19])[N:17]=[C:16]([CH2:20][CH2:21][CH3:22])[C:14]=3[N:15]=2)[CH:9]=1.[CH2:28]([OH:30])[CH3:29]>>[CH2:28]([O:30][CH2:3][C:4]1[CH:5]=[CH:6][C:7]([O:24][CH2:25][CH2:26][CH3:27])=[C:8]([C:10]2[NH:11][C:12](=[O:23])[C:13]3[N:18]([CH3:19])[N:17]=[C:16]([CH2:20][CH2:21][CH3:22])[C:14]=3[N:15]=2)[CH:9]=1)[CH3:29] |^1:0|. Procedure details: Sodium (0.15 g, 0.0013 mol) was added portionwise to ethanol (40 ml) over 1 hour. 5-(5-Chloromethyl-2-n-propoxyphenyl)-1-methyl-3-n-propyl-1,6-dihydro-7H-pyrazolo[4,3-d]pyrimidin-7-one (0.5 g, 0.0013 mol) was then added to the solution and, after 3 days at room temperature, the solvent was removed by evaporation under vacuum. The residual solid was suspended in water (50 ml) and the suspension extracted with ethyl acetate (3×30 ml). The extracts were then combined, dried (Na2SO4) and evaporated ...